The task is: describe an organic reaction: reactants, conditions, products, and yield. This data is from the Open Reaction Database (ORD), a public repository of structured organic reaction records. The reactants are C(C)(C)(C)OC(=O)N[C@@H](C[C@@H](C(=O)OC(C)(C)C)CC1=CC=C(C=C1)O)C(=O)OC(C)(C)C (di-tert-butyl (4S)—N-(tert-butoxycarbonyl)-4-(4-hydroxybenzyl)-L-glutamate), C([O-])([O-])=O.[K+].[K+] (potassium carbonate), CC1=CC=C(C=C1)S(=O)(=O)OCC1(COC(OC1)C1=CC=CC=C1)COS(=O)(=O)C1=CC=C(C=C1)C ((2-phenyl-1,3-dioxane-5,5-diyl)bis(methylene) bis(4-methylbenzenesulfonate)). The solvent is CN(C=O)C (N,N-dimethylformamide). Conditions: temperature 100 celsius. The product is C(C)(C)(C)OC(=O)N[C@@H](C[C@@H](C(=O)OC(C)(C)C)CC1=CC=C(C=C1)OCC1(COC(OC1)C1=CC=CC=C1)COS(=O)(=O)C1=CC=C(C)C=C1)C(=O)OC(C)(C)C (Di-tert-butyl (4S)—N-(tert-butoxvcarbonyl)-4-[4-({2-phenyl-5-[(tosyloxy)methyl]-1,3-dioxan-5-yl}methoxy)benzyl]-L-glutamate). Reaction SMILES: [C:1]([O:5][C:6]([NH:8][C@H:9]([C:27]([O:29][C:30]([CH3:33])([CH3:32])[CH3:31])=[O:28])[CH2:10][C@H:11]([CH2:19][C:20]1[CH:25]=[CH:24][C:23]([OH:26])=[CH:22][CH:21]=1)[C:12]([O:14][C:15]([CH3:18])([CH3:17])[CH3:16])=[O:13])=[O:7])([CH3:4])([CH3:3])[CH3:2].C(=O)([O-])[O-].[K+].[K+].[CH3:40][C:41]1[CH:46]=[CH:45][C:44]([S:47]([O:50][CH2:51][C:52]2([CH2:64]OS(C3C=CC(C)=CC=3)(=O)=O)[CH2:57][O:56][CH:55]([C:58]3[CH:63]=[CH:62][CH:61]=[CH:60][CH:59]=3)[O:54][CH2:53]2)(=[O:49])=[O:48])=[CH:43][CH:42]=1>CN(C)C=O>[C:1]([O:5][C:6]([NH:8][C@H:9]([C:27]([O:29][C:30]([CH3:33])([CH3:32])[CH3:31])=[O:28])[CH2:10][C@H:11]([CH2:19][C:20]1[CH:25]=[CH:24][C:23]([O:26][CH2:64][C:52]2([CH2:51][O:50][S:47]([C:44]3[CH:43]=[CH:42][C:41]([CH3:40])=[CH:46][CH:45]=3)(=[O:48])=[O:49])[CH2:57][O:56][CH:55]([C:58]3[CH:59]=[CH:60][CH:61]=[CH:62][CH:63]=3)[O:54][CH2:53]2)=[CH:22][CH:21]=1)[C:12]([O:14][C:15]([CH3:16])([CH3:18])[CH3:17])=[O:13])=[O:7])([CH3:2])([CH3:3])[CH3:4] |f:1.2.3|. Procedure details: To 466 mg (1.0 mmol) of di-tert-butyl (4S)—N-(tert-butoxycarbonyl)-4-(4-hydroxybenzyl)-L-glutamate in 12 mL N,N-dimethylformamide were added 138 mg (1.0 mmol) of potassium carbonate and 533 mg (1.0 mmol) of (2-phenyl-1,3-dioxane-5,5-diyl)bis(methylene) bis(4-methylbenzenesulfonate) (Heterocycles 34. (1992), 739), and the resulting suspension was heated for 2 h at 100° C. in a microwave oven. The reaction mixture was then filtered, the solvent evaporated and the residue was taken up in ethyl acet... Reactants: O=C1c2ccccc2C(=O)N1CCN(OCc1ccccc1)C(=S)Nc1cccc(C(F)(F)F)c1, c1ccccc1. Product: FC(F)(F)c1cccc(N=C=S)c1. RXN SMILES: [CH2:1]([O:2][N:3]([CH2:4][CH2:5][N:6]1[C:7](=[O:8])[c:9]2[cH:23][cH:24][cH:25][cH:26][c:27]2[C:28]1=[O:29])[C:10](=[S:11])[NH:12][c:13]1[cH:14][c:15]([C:19]([F:20])([F:21])[F:22])[cH:16][cH:17][cH:18]1)[c:30]1[cH:31][cH:32][cH:33][cH:34][cH:35]1.[cH:36]1[cH:37][cH:38][cH:39][cH:40][cH:41]1>>[C:10](=[S:11])=[N:12][c:13]1[cH:14][c:15]([C:19]([F:20])([F:21])[F:22])[cH:16][cH:17][cH:18]1.